This data is from the Open Reaction Database (ORD), a public repository of structured organic reaction records. The task is: describe an organic reaction: reactants, conditions, products, and yield The reactants are CCOCC, OCC#Cc1ccc(Cl)cc1, [K+], [OH-], O, Cc1ccc(S(=O)(=O)Cl)cc1. The product is Cc1ccc(S(=O)(=O)OCC#Cc2ccc(Cl)cc2)cc1. Reaction SMILES: [CH3:26][CH2:27][O:28][CH2:29][CH3:30].[Cl:1][c:2]1[cH:3][cH:4][c:5]([C:8]#[C:9][CH2:10][OH:11])[cH:6][cH:7]1.[K+:24].[OH-:23].[OH2:25].[c:12]1([CH3:22])[cH:13][cH:14][c:15]([S:18](=[O:19])(=[O:20])[Cl:21])[cH:16][cH:17]1>>[Cl:1][c:2]1[cH:3][cH:4][c:5]([C:8]#[C:9][CH2:10][O:11][S:18]([c:15]2[cH:14][cH:13][c:12]([CH3:22])[cH:17][cH:16]2)(=[O:19])=[O:20])[cH:6][cH:7]1. Starting materials: cobaltous 2-ethyl hexanoate, C(C)(=O)OC(C)=O (acetic anhydride), [C-]#N.[K+] (potassium cyanide), C1(=CC=CC=C1)C (toluene), C1(=CC=CC=C1)C (toluene). The product is C(C)(=O)OCC1=CC=CC=C1 (benzyl acetate), C(C)(=O)OCC1=C(C=CC=C1)C#N (2-cyanobenzyl acetate). Yield: 72.0%. As a reaction SMILES: [C:1]([O:4][C:5](=[O:7])[CH3:6])(=[O:3])[CH3:2].[C-:8]#[N:9].[K+].[C:11]1([CH3:17])[CH:16]=[CH:15][CH:14]=[CH:13][CH:12]=1>>[C:5]([O:4][CH2:1][C:2]1[CH:15]=[CH:16][CH:11]=[CH:12][CH:13]=1)(=[O:7])[CH3:6].[C:1]([O:4][CH2:17][C:11]1[CH:16]=[CH:15][CH:14]=[CH:13][C:12]=1[C:8]#[N:9])(=[O:3])[CH3:2] |f:1.2|. Reported procedure: A stirred 2-liter autoclave is charged with toluene (400g), cobaltous 2-ethyl hexanoate (2g), acetic anhydride (50g) and potassium cyanide (25g) in that order in the confines of a well ventilated hood. The autoclave is sealed, flushed with N2 and heated to 150° whereupon the N2 pressure of 176 psig is increased to 220 psig with oxygen. The oxygen pressure is maintained at 45 psig during the reaction and at completion of the reaction the product is isolated by distillation. At 1.5% conversion of ... Reactants: [O-2].[Zn+2] (zinc oxide), COC1=C(C(=O)O)C=CC=C1 (o-methoxybenzoic acid). Run in O (water). Yields the product COC1=C(C(=O)[O-])C=CC=C1.[Zn+2].COC1=C(C(=O)[O-])C=CC=C1 (zinc o-methoxybenzoate). Isolated yield 70.0%. Reaction SMILES: [O-2].[Zn+2:2].[CH3:3][O:4][C:5]1[CH:13]=[CH:12][CH:11]=[CH:10][C:6]=1[C:7]([OH:9])=[O:8]>O>[CH3:3][O:4][C:5]1[CH:13]=[CH:12][CH:11]=[CH:10][C:6]=1[C:7]([O-:9])=[O:8].[Zn+2:2].[CH3:3][O:4][C:5]1[CH:13]=[CH:12][CH:11]=[CH:10][C:6]=1[C:7]([O-:9])=[O:8] |f:0.1,4.5.6|. Reported procedure: Zinc o-methoxybenzoate was prepared by mixing 32.6 g of zinc oxide with 138 g of o-methoxybenzoic acid and 600 g of water and refluxing for 4 hours. After cooling in an ice bath, the solid was filtered off and dried in a vacuum oven at 25 mm Hg and 50° C. to yield 103 g of zinc o-methoxybenzoate. An elemental analysis gave 52.8% C, 3.95% H and 16.0% Zn (calculated: 52.26% C, 3.81% H and 17.8% Zn). Starting materials: ClCc1ccccc1, [H-], [Na+], Cc1cccc(C2OCC(O)CO2)c1, Cc1ccccc1C, c1ccccc1. The product is Cc1cccc(C2OCC(OCc3ccccc3)CO2)c1. RXN SMILES: [Cl:23][CH2:24][c:25]1[cH:26][cH:27][cH:28][cH:29][cH:30]1.[H-:1].[Na+:2].[OH:9][CH:10]1[CH2:11][O:12][CH:13]([c:16]2[cH:17][c:18]([CH3:22])[cH:19][cH:20][cH:21]2)[O:14][CH2:15]1.[c:31]1([CH3:32])[c:33]([CH3:34])[cH:35][cH:36][cH:37][cH:38]1.[cH:3]1[cH:4][cH:5][cH:6][cH:7][cH:8]1>>[O:9]([CH:10]1[CH2:11][O:12][CH:13]([c:16]2[cH:17][c:18]([CH3:22])[cH:19][cH:20][cH:21]2)[O:14][CH2:15]1)[CH2:24][c:25]1[cH:26][cH:27][cH:28][cH:29][cH:30]1. Reactants: Brc1cnc2nnn(Cc3ccc4ncccc4c3)c2n1, O=C([O-])[O-], CC(C)O, [K+], [K+], CC(C)(C)OC(=O)NC1CCNC1. The product is CC(C)(C)OC(=O)NC1CCN(c2cnc3nnn(Cc4ccc5ncccc5c4)c3n2)C1. Reaction SMILES: [Br:1][c:2]1[cH:3][n:4][c:5]2[c:6]([n:7]1)[n:8]([CH2:11][c:12]1[cH:13][c:14]3[cH:15][cH:16][cH:17][n:18][c:19]3[cH:20][cH:21]1)[n:9][n:10]2.[C:22](=[O:23])([O-:24])[O-:25].[CH3:41][CH:42]([OH:43])[CH3:44].[K+:26].[K+:27].[NH:28]1[CH2:29][CH:30]([NH:33][C:34]([O:35][C:36]([CH3:37])([CH3:38])[CH3:39])=[O:40])[CH2:31][CH2:32]1>>[c:2]1([N:28]2[CH2:29][CH:30]([NH:33][C:34]([O:35][C:36]([CH3:37])([CH3:38])[CH3:39])=[O:40])[CH2:31][CH2:32]2)[cH:3][n:4][c:5]2[c:6]([n:7]1)[n:8]([CH2:11][c:12]1[cH:13][c:14]3[cH:15][cH:16][cH:17][n:18][c:19]3[cH:20][cH:21]1)[n:9][n:10]2. Reactants: O=C([O-])[O-], CI, [Cs+], [Cs+], CN(C)C=O, O, Oc1ccc(OCc2ccc3ccccc3n2)cc1C1(c2ccccc2)CC2CCC1C2. Product: COc1ccc(OCc2ccc3ccccc3n2)cc1C1(c2ccccc2)CC2CCC1C2. RXN SMILES: [C:33](=[O:34])([O-:35])[O-:36].[CH3:39][I:40].[Cs+:37].[Cs+:38].[O:41]=[CH:42][N:43]([CH3:44])[CH3:45].[OH2:46].[c:1]1([C:7]2([c:14]3[c:15]([OH:32])[cH:16][cH:17][c:18]([O:20][CH2:21][c:22]4[n:23][c:24]5[cH:25][cH:26][cH:27][cH:28][c:29]5[cH:30][cH:31]4)[cH:19]3)[CH:8]3[CH2:9][CH2:10][CH:11]([CH2:12]2)[CH2:13]3)[cH:2][cH:3][cH:4][cH:5][cH:6]1>>[c:1]1([C:7]2([c:14]3[c:15]([O:32][CH3:33])[cH:16][cH:17][c:18]([O:20][CH2:21][c:22]4[n:23][c:24]5[cH:25][cH:26][cH:27][cH:28][c:29]5[cH:30][cH:31]4)[cH:19]3)[CH:8]3[CH2:9][CH2:10][CH:11]([CH2:12]2)[CH2:13]3)[cH:2][cH:3][cH:4][cH:5][cH:6]1. The reactants are C(#N)CC1(CN(C1)C1=C(C=C(C(=O)O)C=C1)F)N1N=CC(=C1)C=1C2=C(N=CN1)N(C=C2)COCC[Si](C)(C)C (4-{3-(cyanomethyl)-3-[4-(7-{[2-(trimethylsilyl)ethoxy]methyl}-7H-pyrrolo[2,3-d]pyrimidin-4-yl)-1H-pyrazol-1-yl]azetidin-1-yl}-3-fluorobenzoic acid), Cl.FC([C@@H](C)N)(F)F ((2R)-1,1,1-trifluoropropan-2-amine hydrochloride). The product is C(#N)CC1(CN(C1)C1=C(C=C(C(=O)N[C@@H](C(F)(F)F)C)C=C1)F)N1N=CC(=C1)C=1C2=C(N=CN1)NC=C2 (4-{3-(Cyanomethyl)-3-[4-(7H-pyrrolo[2,3-d]pyrimidin-4-yl)-1H-pyrazol-1-yl]azetidin-1-yl}-3-fluoro-N-[(1R)-2,2,2-trifluoro-1-methylethyl]benzamide). As a reaction SMILES: [C:1]([CH2:3][C:4]1([N:18]2[CH:22]=[C:21]([C:23]3[C:24]4[CH:31]=[CH:30][N:29](COCC[Si](C)(C)C)[C:25]=4[N:26]=[CH:27][N:28]=3)[CH:20]=[N:19]2)[CH2:7][N:6]([C:8]2[CH:16]=[CH:15][C:11]([C:12]([OH:14])=O)=[CH:10][C:9]=2[F:17])[CH2:5]1)#[N:2].Cl.[F:41][C:42]([F:47])([F:46])[C@H:43]([NH2:45])[CH3:44]>>[C:1]([CH2:3][C:4]1([N:18]2[CH:22]=[C:21]([C:23]3[C:24]4[CH:31]=[CH:30][NH:29][C:25]=4[N:26]=[CH:27][N:28]=3)[CH:20]=[N:19]2)[CH2:7][N:6]([C:8]2[CH:16]=[CH:15][C:11]([C:12]([NH:45][C@H:43]([CH3:44])[C:42]([F:47])([F:46])[F:41])=[O:14])=[CH:10][C:9]=2[F:17])[CH2:5]1)#[N:2] |f:1.2|. Procedure details: This compound was prepared by using procedures analogous to those described for the synthesis of Example 5, Step 3 starting from 4-{3-(cyanomethyl)-3-[4-(7-{[2-(trimethylsilyl)ethoxy]methyl}-7H-pyrrolo[2,3-d]pyrimidin-4-yl)-1H-pyrazol-1-yl]azetidin-1-yl}-3-fluorobenzoic acid and (2R)-1,1,1-trifluoropropan-2-amine hydrochloride. LCMS (M+H)+: m/z=513.2. 1H NMR (400 MHz, DMSO-d6): δ 12.66 (br, 1H), 9.11 (s, 1H), 8.86 (s, 1H), 8.64 (d, J=8.9 Hz, 1H), 8.58 (s, 1H), 7.80 (br, 1H), 7.71 (s, 1H), 7.69 (... Procedure details: The title compound was prepared from reaction of the product of Example 26, Step C, 3,4-difluoro-2-[[2-fluoro-4-(methylthio)phenyl]amino]benzoic acid, with CDI and 2-(aminooxy)ethanol by the general procedure of Example 1, Step E. Then, after workup, the crude solid triturated with Et2O and washed with pentane to afford 3,4-difluoro-2-[[2-fluoro-4-(methylthio)phenyl]amino]-N-(2-hydroxyethoxy)benzamide as a white solid (80%); m.p. (Et2O) 108–111° C. 1H NMR [400 MHz, (CD3)2SO] δ 11.80 (br s, 1 H),... Reaction SMILES: [F:1][C:2]1[C:3]([NH:12][C:13]2[CH:18]=[CH:17][C:16]([S:19][CH3:20])=[CH:15][C:14]=2[F:21])=[C:4]([CH:8]=[CH:9][C:10]=1[F:11])[C:5]([OH:7])=O.C1N=CN(C(N2C=NC=C2)=O)C=1.[NH2:34][O:35][CH2:36][CH2:37][OH:38]>>[F:1][C:2]1[C:3]([NH:12][C:13]2[CH:18]=[CH:17][C:16]([S:19][CH3:20])=[CH:15][C:14]=2[F:21])=[C:4]([CH:8]=[CH:9][C:10]=1[F:11])[C:5]([NH:34][O:35][CH2:36][CH2:37][OH:38])=[O:7]. Product: FC=1C(=C(C(=O)NOCCO)C=CC1F)NC1=C(C=C(C=C1)SC)F (3,4-difluoro-2-[[2-fluoro-4-(methylthio)phenyl]amino]-N-(2-hydroxyethoxy)benzamide). The reactants are product, FC=1C(=C(C(=O)O)C=CC1F)NC1=C(C=C(C=C1)SC)F (3,4-difluoro-2-[[2-fluoro-4-(methylthio)phenyl]amino]benzoic acid), C1=CN(C=N1)C(=O)N2C=CN=C2 (CDI), NOCCO (2-(aminooxy)ethanol). Yield: 80.0%.